From a dataset of the Open Reaction Database (ORD), a public repository of structured organic reaction records. describe an organic reaction: reactants, conditions, products, and yield Starting materials: [BH4-], CO, CC(=O)O, CCC(C)=CCCC(C)=O, [Na+], [Na+], [OH-]. The product is CCC(C)=CCCC(C)O. Reaction SMILES: [BH4-:11].[CH3:13][OH:14].[CH3:17][C:18](=[O:19])[OH:20].[CH3:1][C:2](=[CH:3][CH2:4][CH2:5][C:6]([CH3:7])=[O:8])[CH2:9][CH3:10].[Na+:12].[Na+:16].[OH-:15]>>[CH3:1][C:2](=[CH:3][CH2:4][CH2:5][CH:6]([CH3:7])[OH:8])[CH2:9][CH3:10]. Starting materials: S(=O)([O-])S(=O)[O-].[Na+].[Na+] (sodium dithionite), ClC1=CC(=NC=C1[N+](=O)[O-])N1CCN(CC1)C(C(C)(C)C)=O (1-[4-(4-chloro-5-nitro-pyridin-2-yl)-piperazin-1-yl]-2,2-dimethyl-propan-1-one), O1CCCC1 (tetrahydrofuran), N (ammonia). The solvent is O (water). Run at time 2 hour. Yields the product NC=1C(=CC(=NC1)N1CCN(CC1)C(C(C)(C)C)=O)Cl (1-[4-(5-Amino-4-chloro-pyridin-2-yl)-piperazin-1-yl]-2,2-dimethyl-propan-1-one). RXN SMILES: S(S([O-])=O)([O-])=O.[Na+].[Na+].[Cl:9][C:10]1[C:15]([N+:16]([O-])=O)=[CH:14][N:13]=[C:12]([N:19]2[CH2:24][CH2:23][N:22]([C:25](=[O:30])[C:26]([CH3:29])([CH3:28])[CH3:27])[CH2:21][CH2:20]2)[CH:11]=1.O1CCCC1.N>O>[NH2:16][C:15]1[C:10]([Cl:9])=[CH:11][C:12]([N:19]2[CH2:24][CH2:23][N:22]([C:25](=[O:30])[C:26]([CH3:27])([CH3:28])[CH3:29])[CH2:21][CH2:20]2)=[N:13][CH:14]=1 |f:0.1.2|. Reported procedure: Add (4.5 mmol, 0.8 g) of sodium dithionite, over 1-[4-(4-chloro-5-nitro-pyridin-2-yl)-piperazin-1-yl]-2,2-dimethyl-propan-1-one (0.9 mmol, 0.3 g) in 22 mL of 1:1 mixture of tetrahydrofuran and water and 4 mL of ammonia. Stir the solution for 2 hours at room temperature. Concentrate under reduce pressure and extract the residue in ethyl acetate. Dry over sodium sulfate, filter, and concentrate under reduced pressure to give a residue that is used without further purification. MS(ES): m/z=297 [M+H... The reactants are CCOC(=O)c1cc(-c2ccccc2)n(-c2ccc([N+](=O)[O-])cc2)c1C, CCOC(C)=O, CCO. The product is CCOC(=O)c1cc(-c2ccccc2)n(-c2ccc(N)cc2)c1C. RXN SMILES: [CH2:1]([CH3:2])[O:3][C:4](=[O:5])[c:6]1[c:7]([CH3:26])[n:8](-[c:17]2[cH:18][cH:19][c:20]([N+:23]([O-:24])=[O:25])[cH:21][cH:22]2)[c:9](-[c:11]2[cH:12][cH:13][cH:14][cH:15][cH:16]2)[cH:10]1.[CH3:27][CH2:28][O:29][C:30](=[O:31])[CH3:32].[CH3:33][CH2:34][OH:35]>>[CH2:1]([CH3:2])[O:3][C:4](=[O:5])[c:6]1[c:7]([CH3:26])[n:8](-[c:17]2[cH:18][cH:19][c:20]([NH2:23])[cH:21][cH:22]2)[c:9](-[c:11]2[cH:12][cH:13][cH:14][cH:15][cH:16]2)[cH:10]1. As a reaction SMILES: [C:1]([CH3:2])([CH3:3])([CH3:4])[O:5][C:6](=[O:7])[N:8]1[CH2:9][CH:10]([CH3:15])[NH:11][CH:12]([CH3:14])[CH2:13]1.[C:24].[CH3:19][OH:20].[CH3:21][CH2:22][OH:23].[ClH:16].[H:17][H:18].[Pd:25]>>[C:1]([CH3:2])([CH3:3])([CH3:4])[O:5][C:6](=[O:7])[N:8]1[CH2:9][CH:10]([CH3:15])[N:11]([CH3:19])[CH:12]([CH3:14])[CH2:13]1. The reactants are CC1CN(C(=O)OC(C)(C)C)CC(C)N1, C, CO, CCO, Cl, [H][H], [Pd]. Product: CC1CN(C(=O)OC(C)(C)C)CC(C)N1C. Product: [N+](=O)([O-])C=1C=C(C=CC1)OC(NCCCCCCCCCCCCCCCCC)=O (heptadecyl carbamic acid 3-nitrophenyl ester). Reported procedure: Using this procedure heptadecyl isocyanate was treated with 3-nitrophenol to give heptadecyl carbamic acid 3-nitrophenyl ester (mp 66°-73°, Anal. Calcd for C24H40N2O4 : C, 68.54; H, 9.59; N, 6.66. Found: C, 68.44; H, 9.88; N, 6.41) which was hydrogenated to give heptadecylcarbamic acid 3-aminophenyl ester (mp 69°-75°, Anal. Calcd for C24H42N2O4 : C, 73.80; H, 10.84; N, 7.17. Found: C, 73.79; H, 11.08; N, 6.84). The reactants are C(CCCCCCCCCCCCCCCC)N=C=O (heptadecyl isocyanate), [N+](=O)([O-])C=1C=C(C=CC1)O (3-nitrophenol). As a reaction SMILES: [CH2:1]([N:18]=[C:19]=[O:20])[CH2:2][CH2:3][CH2:4][CH2:5][CH2:6][CH2:7][CH2:8][CH2:9][CH2:10][CH2:11][CH2:12][CH2:13][CH2:14][CH2:15][CH2:16][CH3:17].[N+:21]([C:24]1[CH:25]=[C:26]([OH:30])[CH:27]=[CH:28][CH:29]=1)([O-:23])=[O:22]>>[N+:21]([C:24]1[CH:25]=[C:26]([O:30][C:19](=[O:20])[NH:18][CH2:1][CH2:2][CH2:3][CH2:4][CH2:5][CH2:6][CH2:7][CH2:8][CH2:9][CH2:10][CH2:11][CH2:12][CH2:13][CH2:14][CH2:15][CH2:16][CH3:17])[CH:27]=[CH:28][CH:29]=1)([O-:23])=[O:22]. Reactants: OC1CCC(Nc2nccc(-n3ccc4cc(OCc5ccccc5)ccc43)n2)CC1, CCO. Yields the product Oc1ccc2c(ccn2-c2ccnc(NC3CCC(O)CC3)n2)c1. RXN SMILES: [CH2:1]([c:2]1[cH:3][cH:4][cH:5][cH:6][cH:7]1)[O:8][c:9]1[cH:10][c:11]2[cH:12][cH:13][n:14](-[c:18]3[n:19][c:20]([NH:24][CH:25]4[CH2:26][CH2:27][CH:28]([OH:31])[CH2:29][CH2:30]4)[n:21][cH:22][cH:23]3)[c:15]2[cH:16][cH:17]1.[CH3:32][CH2:33][OH:34]>>[OH:8][c:9]1[cH:10][c:11]2[cH:12][cH:13][n:14](-[c:18]3[n:19][c:20]([NH:24][CH:25]4[CH2:26][CH2:27][CH:28]([OH:31])[CH2:29][CH2:30]4)[n:21][cH:22][cH:23]3)[c:15]2[cH:16][cH:17]1.